The task is: describe an organic reaction: reactants, conditions, products, and yield. This data is from the Open Reaction Database (ORD), a public repository of structured organic reaction records. The reactants are COC=1C=C(C=CC1C1CCNCC1)NC(OCC1=CC=CC=C1)=O (benzyl (3-methoxy-4-piperidin-4-ylphenyl)carbamate), C=O (formalin), C(C)(=O)O[BH-](OC(C)=O)OC(C)=O.[Na+] (sodium triacetoxyborohydride), C(O)([O-])=O.[Na+] (sodium hydrogen carbonate). Solvent: ClCCCl (1,2-dichloroethane), O (water). Reaction conditions: time 8 hour. Yields the product COC=1C=C(C=CC1C1CCN(CC1)C)NC(OCC1=CC=CC=C1)=O (benzyl [3-methoxy-4-(1-methylpiperidin-4-yl)phenyl]carbamate). The yield is 79.6%. RXN SMILES: [CH3:1][O:2][C:3]1[CH:4]=[C:5]([NH:15][C:16](=[O:25])[O:17][CH2:18][C:19]2[CH:24]=[CH:23][CH:22]=[CH:21][CH:20]=2)[CH:6]=[CH:7][C:8]=1[CH:9]1[CH2:14][CH2:13][NH:12][CH2:11][CH2:10]1.C=O.[C:28](O[BH-](OC(=O)C)OC(=O)C)(=O)C.[Na+].C(=O)([O-])O.[Na+]>O.ClCCCl>[CH3:1][O:2][C:3]1[CH:4]=[C:5]([NH:15][C:16](=[O:25])[O:17][CH2:18][C:19]2[CH:20]=[CH:21][CH:22]=[CH:23][CH:24]=2)[CH:6]=[CH:7][C:8]=1[CH:9]1[CH2:10][CH2:11][N:12]([CH3:28])[CH2:13][CH2:14]1 |f:2.3,4.5|. Procedure: To a mixture of benzyl (3-methoxy-4-piperidin-4-ylphenyl)carbamate (Preparation Example 455) (1.52 g) and 1,2-dichloroethane (70 mL), formalin (3.62 mL) and sodium triacetoxyborohydride (1.42 g) were added and stirred overnight at room temperature. After addition of water and saturated aqueous sodium hydrogen carbonate, the reaction liquid was extracted with chloroform, and the organic layer was dried over anhydrous magnesium sulfate. After the solvent was distilled off under reduced pressure, t... Reactants: [H][H] (hydrogen), C(C)(=O)NC(CC1=CC=C(C=C1)C(CCC(=O)O)=O)C (4-[4-[2-(Acetylamino)propyl]phenyl]-4-oxobutanoic acid). Reagents/catalysts: [Pd] (Pd/C). Solvent: C(C)(=O)O (acetic acid). Conditions: time 1.25 hour. The product is C(C)(=O)NC(CC1=CC=C(C=C1)CCCC(=O)O)C (4-[4-[2-(Acetylamino)propyl]phenyl]butanoic acid). Isolated yield 96.2%. Reaction SMILES: [C:1]([NH:4][CH:5]([CH3:20])[CH2:6][C:7]1[CH:12]=[CH:11][C:10]([C:13](=O)[CH2:14][CH2:15][C:16]([OH:18])=[O:17])=[CH:9][CH:8]=1)(=[O:3])[CH3:2].[H][H]>C(O)(=O)C.[Pd]>[C:1]([NH:4][CH:5]([CH3:20])[CH2:6][C:7]1[CH:12]=[CH:11][C:10]([CH2:13][CH2:14][CH2:15][C:16]([OH:18])=[O:17])=[CH:9][CH:8]=1)(=[O:3])[CH3:2]. Procedure: Four and two-tenths g (0.015 moles) of 4-[4-[2-(Acetylamino)propyl]phenyl]-4-oxobutanoic acid was shaken under fifty lb/in2 of hydrogen pressure in 200 ml of acetic acid in the presence of one gram of 10% Pd/C in a Parr apparatus. Reduction was complete in approximately 1.25 hours. After removal of the catalyst by filtration, the solvent was distilled in the rotary evaporator leaving 3.8 g of a colorless syrup. An aliquot of the syrup was rubbed under acetonitrile whereupon it crystallized. Recr... The reactants are IC=1C=C2CNCC2=CC1C(F)(F)F (5-Iodo-6-trifluoromethyl-2,3-dihydro-1H-isoindole), CS(=O)(=O)C=1C=CC(=C(C(=O)O)C1)O[C@H](C(F)(F)F)C (5-Methanesulfonyl-2-((S)-2,2,2-trifluoro-1-methyl-ethoxy)-benzoic acid). Yields the product IC=1C=C2CN(CC2=CC1C(F)(F)F)C(=O)C1=C(C=CC(=C1)S(=O)(=O)C)O[C@H](C(F)(F)F)C ((5-Iodo-6-trifluoromethyl-1,3-dihydro-isoindol-2-yl)-[5-methanesulfonyl-2-((S)-2,2,2-trifluoro-1-methyl-ethoxy)-phenyl]-methanone). As a reaction SMILES: [I:1][C:2]1[CH:3]=[C:4]2[C:8](=[CH:9][C:10]=1[C:11]([F:14])([F:13])[F:12])[CH2:7][NH:6][CH2:5]2.[CH3:15][S:16]([C:19]1[CH:20]=[CH:21][C:22]([O:28][C@@H:29]([CH3:34])[C:30]([F:33])([F:32])[F:31])=[C:23]([CH:27]=1)[C:24](O)=[O:25])(=[O:18])=[O:17]>>[I:1][C:2]1[CH:3]=[C:4]2[C:8](=[CH:9][C:10]=1[C:11]([F:12])([F:14])[F:13])[CH2:7][N:6]([C:24]([C:23]1[CH:27]=[C:19]([S:16]([CH3:15])(=[O:17])=[O:18])[CH:20]=[CH:21][C:22]=1[O:28][C@@H:29]([CH3:34])[C:30]([F:32])([F:33])[F:31])=[O:25])[CH2:5]2. Procedure: Prepared in analogy to Example 1 from 5-Iodo-6-trifluoromethyl-2,3-dihydro-1H-isoindole and 5-Methanesulfonyl-2-((S)-2,2,2-trifluoro-1-methyl-ethoxy)-benzoic acid (example B3). Yellow foam. MS (m/e): 607.0 (M+, 100%). Reactants: C(C)(C)C=1SC=C(N1)C(=O)OCC (ethyl 2-isopropyl-4-thiazolecarboxylate), [H-].[Al+3].[Li+].[H-].[H-].[H-] (lithium aluminum hydride), [C@@H]([C@H](C(=O)[O-])O)(C(=O)[O-])O.[Na+].[K+] (Rochelle's salt). Solvent: C1CCOC1 (THF), CCOCC (ether), C1(=CC=CC=C1)C (toluene), C1CCOC1 (THF). Run at temperature 0 celsius, time 3 hour. Yields the product OCC=1N=C(SC1)C(C)C (4-(Hydroxymethyl)-2-isopropylthiazole). Isolated yield 69.3%. As a reaction SMILES: [H-].[Al+3].[Li+].[H-].[H-].[H-].[CH:7]([C:10]1[S:11][CH:12]=[C:13]([C:15](OCC)=[O:16])[N:14]=1)([CH3:9])[CH3:8].[C@H](O)(C([O-])=O)[C@@H](O)C([O-])=O.[Na+].[K+]>C1(C)C=CC=CC=1.C1COCC1.CCOCC>[OH:16][CH2:15][C:13]1[N:14]=[C:10]([CH:7]([CH3:9])[CH3:8])[S:11][CH:12]=1 |f:0.1.2.3.4.5,7.8.9|. Procedure: A solution of 10 ml (10 mmol) of lithium aluminum hydride in toluene was diluted in a dry flask under N2 atmosphere with 75 ml of THF. The resulting mixture was cooled to 0° C. and treated dropwise with a solution of 3.96 g (20 mmol) of ethyl 2-isopropyl-4-thiazolecarboxylate in 10 ml of THF. After addition, the solution was stirred at 0° C. for 3 h, diluted with ether, and treated with a small amount of aqueous Rochelle's salt. After stirring, the slurry was filtered, washed with ethyl acetate,... The reactants are CO (Methanol), C1(CCCC1)OC=1C=C(CNC2=NNC=C2C(=O)O)C=CC1OC (3-(3-cyclopentyloxy-4-methoxybenzylamino)-4-pyrazolecarboxylic acid), C1(CCCC1)OC=1C=C(CNC2=NNC=C2C(=O)O)C=CC1OC (3-(3-cyclopentyloxy-4-methoxybenzylamino)-4-pyrazolecarboxylic acid), B.O1CCCC1 (Borane tetrahydrofuran). Solvent: C1CCOC1 (THF). Run at temperature -15 celsius, time 72 hour. Yields the product C1(CCCC1)OC=1C=C(CNC2=NNC=C2CO)C=CC1OC (3-(3-cyclopentyloxy-4-methoxybenzylamino)-4-hydroxymethylpyrazole). Yield: 86.6%. As a reaction SMILES: [CH:1]1([O:6][C:7]2[CH:8]=[C:9]([CH:20]=[CH:21][C:22]=2[O:23][CH3:24])[CH2:10][NH:11][C:12]2[C:16]([C:17](O)=[O:18])=[CH:15][NH:14][N:13]=2)[CH2:5][CH2:4][CH2:3][CH2:2]1.B.O1CCCC1.CO>C1COCC1>[CH:1]1([O:6][C:7]2[CH:8]=[C:9]([CH:20]=[CH:21][C:22]=2[O:23][CH3:24])[CH2:10][NH:11][C:12]2[C:16]([CH2:17][OH:18])=[CH:15][NH:14][N:13]=2)[CH2:5][CH2:4][CH2:3][CH2:2]1 |f:1.2|. Procedure: Pure 3-(3-cyclopentyloxy-4-methoxybenzylamino)-4-pyrazolecarboxylic acid (compound 3) (1.32 g, 4.0 mmol) was dissolved in 50 ml of THF and cooled to -15° C. under nitrogen. Borane-tetrahydrofuran (30 ml of 1M solution, 30 mmol) was added over 30 minutes and the resulting solution was stirred for 72 hours at room temperature. Methanol (30 ml) was added to the reaction and the solvent was evaporated under reduced pressure. The residue was treated with 160 ml of methanol and evaporated again. The c...